This data is from the Open Reaction Database (ORD), a public repository of structured organic reaction records. The task is: describe an organic reaction: reactants, conditions, products, and yield Starting materials: N1CCOCC1 (morpholine), BrC=1C=C(C(=NC1)Cl)N (5-bromo-2-chloropyridin-3-amine), S(=O)(=O)(Cl)Cl (sulfuryl chloride). The reagents and catalysts are CN(C)C=1C=CN=CC1 (DMAP). Solvent: N1=CC=CC=C1 (pyridine). Conditions: temperature -40 celsius. Product: BrC=1C=C(C(=NC1)Cl)NS(=O)(=O)N1CCOCC1 (N-(5-bromo-2-chloropyridin-3-yl)morpholine-4-sulfonamide). Isolated yield 36.7%. Reaction SMILES: [Br:1][C:2]1[CH:3]=[C:4]([NH2:9])[C:5]([Cl:8])=[N:6][CH:7]=1.[NH:10]1[CH2:15][CH2:14][O:13][CH2:12][CH2:11]1.[S:16](Cl)(Cl)(=[O:18])=[O:17]>CN(C1C=CN=CC=1)C.N1C=CC=CC=1>[Br:1][C:2]1[CH:3]=[C:4]([NH:9][S:16]([N:10]2[CH2:15][CH2:14][O:13][CH2:12][CH2:11]2)(=[O:18])=[O:17])[C:5]([Cl:8])=[N:6][CH:7]=1. Procedure details: A 50 mL round-bottomed flask was charged with 5-bromo-2-chloropyridin-3-amine (0.863 g, 4.2 mmol) and pyridine (5 mL). To this solution, DMAP (0.13 g, 1.0 mmol) and morpholine (0.36 mL, 4.2 mmol) were added in. The mixture was chilled to −40° C. in a dry ice/acetone bath. Then sulfuryl chloride (0.36 mL, 4.6 mmol) was added dropwise into the mixture while stirring. After the addition, the ice bath was removed and the mixture was allowed to stir under inert atmosphere at 25° C. for 15 h. The mixt...